This data is from the Open Reaction Database (ORD), a public repository of structured organic reaction records. The task is: describe an organic reaction: reactants, conditions, products, and yield Conditions: time 2 hour. Procedure details: 3-[7-Fluoro-5-nitro-2H-1,4-benzoxazine-3(4H)-on-6-yl]-6-trifluoromethyl-2,4-(1H, 3H)-pyrimidinedione (1.0 g) was dissolved in DMF (20 ml) containing potassium carbonate (1.0 g) and iodomethane (0.5 ml). The mixture was stirred for 2 hr and then water (30 ml) and ethyl acetate (40 ml) were added. The organic phase was washed with water (15 ml×2) and brine (15 ml), then dried over sodium sulfate. Filtration and evaporation gave the title compound (0.9 g). Yields the product FC1=CC2=C(N(C(CO2)=O)C)C(=C1N1C(N(C(=CC1=O)C(F)(F)F)C)=O)[N+](=O)[O-] (3-[7-fluoro-4-methyl-5-nitro-2H-1,4-benzoxazine-3(4H)-on-6-yl]-1-methyl-6-trifluoromethyl-2,4-(1H,3H)-pyrimidinedione). RXN SMILES: [F:1][C:2]1[C:12]([N:13]2[C:18](=[O:19])[CH:17]=[C:16]([C:20]([F:23])([F:22])[F:21])[NH:15][C:14]2=O)=[C:11]([N+:25]([O-:27])=[O:26])[C:5]2[NH:6][C:7](=[O:10])[CH2:8][O:9][C:4]=2[CH:3]=1.[C:28](=[O:31])([O-])[O-].[K+].[K+].I[CH3:35].O>CN(C=O)C.C(OCC)(=O)C>[F:1][C:2]1[C:12]([N:13]2[C:18](=[O:19])[CH:17]=[C:16]([C:20]([F:21])([F:23])[F:22])[N:15]([CH3:14])[C:28]2=[O:31])=[C:11]([N+:25]([O-:27])=[O:26])[C:5]2[N:6]([CH3:35])[C:7](=[O:10])[CH2:8][O:9][C:4]=2[CH:3]=1 |f:1.2.3|. Run in C(C)(=O)OCC (ethyl acetate), CN(C)C=O (DMF). Reactants: O (water), C([O-])([O-])=O.[K+].[K+] (potassium carbonate), IC (iodomethane), FC1=CC2=C(NC(CO2)=O)C(=C1N1C(NC(=CC1=O)C(F)(F)F)=O)[N+](=O)[O-] (3-[7-Fluoro-5-nitro-2H-1,4-benzoxazine-3(4H)-on-6-yl]-6-trifluoromethyl-2,4-(1H, 3H)-pyrimidinedione).